This data is from the Open Reaction Database (ORD), a public repository of structured organic reaction records. The task is: describe an organic reaction: reactants, conditions, products, and yield Reactants: N1C=C(C2=CC=CC=C12)C(=O)OCC1CC2CCCCN2CC1 (Quinolizidin-2-ylmethyl indole-3-carboxylate), C1(CC1)CBr (cyclopropylmethyl bromide). The product is C1(CC1)CN1C=C(C2=CC=CC=C12)C(=O)OCC1CC2CCCCN2CC1 (Quinolizidin-2-ylmethyl 1-cyclopropylmethylindole-3-carboxylate). As a reaction SMILES: [NH:1]1[C:9]2[C:4](=[CH:5][CH:6]=[CH:7][CH:8]=2)[C:3]([C:10]([O:12][CH2:13][CH:14]2[CH2:23][CH2:22][N:21]3[CH:16]([CH2:17][CH2:18][CH2:19][CH2:20]3)[CH2:15]2)=[O:11])=[CH:2]1.[CH:24]1([CH2:27]Br)[CH2:26][CH2:25]1>>[CH:24]1([CH2:27][N:1]2[C:9]3[C:4](=[CH:5][CH:6]=[CH:7][CH:8]=3)[C:3]([C:10]([O:12][CH2:13][CH:14]3[CH2:23][CH2:22][N:21]4[CH:16]([CH2:17][CH2:18][CH2:19][CH2:20]4)[CH2:15]3)=[O:11])=[CH:2]2)[CH2:26][CH2:25]1. Procedure details: eq-Quinolizidin-2-ylmethyl indole-3-carboxylate (E9b) was alkylated with cyclopropylmethyl bromide using the method in Example 18. The product was chromatographed on silica gel eluting initially with ether, then with ethyl acetate, to afford the title compound (E28) as a colourless oil. This was converted to its hydrochloride salt mp 167°-169° C. (acetone/ether). Reactants: NC=1SC=2CCN(CCC2N1)CCC(O)C1=C(C=C(C=C1)OC)OC (2-amino-6-(3-(2,4-dimethoxy-phenyl)-3-hydroxy-1-propyl)-4,5,7,8-tetrahydro-6H-thiazolo[5,4-d]azepine), O.C1(=CC=C(C=C1)S(=O)(=O)O)C (p-toluenesulphonic acid hydrate). Solvent: C1(=CC=CC=C1)C (toluene). Reaction conditions: time 1 hour. Product: NC=1SC=2CCN(CCC2N1)CC=CC1=C(C=C(C=C1)OC)OC (2-Amino-6-(3-(2,4-dimethoxy-phenyl)allyl)-4,5,7,8-tetrahydro-6H-thiazolo[5,4-d]azepine). RXN SMILES: [NH2:1][C:2]1[S:3][C:4]2[CH2:5][CH2:6][N:7]([CH2:12][CH2:13][CH:14]([C:16]3[CH:21]=[CH:20][C:19]([O:22][CH3:23])=[CH:18][C:17]=3[O:24][CH3:25])O)[CH2:8][CH2:9][C:10]=2[N:11]=1.O.C1(C)C=CC(S(O)(=O)=O)=CC=1>C1(C)C=CC=CC=1>[NH2:1][C:2]1[S:3][C:4]2[CH2:5][CH2:6][N:7]([CH2:12][CH:13]=[CH:14][C:16]3[CH:21]=[CH:20][C:19]([O:22][CH3:23])=[CH:18][C:17]=3[O:24][CH3:25])[CH2:8][CH2:9][C:10]=2[N:11]=1 |f:1.2|. Procedure: 0.45 g (1.2 mmol) of 2-amino-6-(3-(2,4-dimethoxy-phenyl)-3-hydroxy-1-propyl)-4,5,7,8-tetrahydro-6H-thiazolo[5,4-d]azepine are stirred in 35 ml of anhydrous toluene together with 0.47 g (2.7 mmol) of p-toluenesulphonic acid hydrate and 7 g of molecular sieve (4Å) in a bath at 40° C. After one hour, a further 5 g of molecular sieve are added and after a total of 2 hours a further 2.5 g of molecular sieve are added. After a total of 3 hours at 40° C. the mixture is filtered through a glass frit coa... Reactants: CC(C(=O)OC)(C(C(C)C)=O)C (methyl 2,2,4-trimethyl-3-ketovalerate), Cl (hydrochloric acid), Cl.C(C1=CC=CC=C1)NCC1=CC=CC=C1 (dibenzylamine hydrochloride), C=O (paraformaldehyde). Solvent: C(C)O (ethanol). The product is Cl.C(C1=CC=CC=C1)N(CC(C(C(C(=O)OC)(C)C)=O)(C)C)CC1=CC=CC=C1 (Methyl 5-Dibenzylamino-2,2,4,4-tetramethyl-3-ketovalerate hydrochloride). RXN SMILES: [CH3:1][C:2]([CH3:12])([C:7](=[O:11])[CH:8]([CH3:10])[CH3:9])[C:3]([O:5][CH3:6])=[O:4].[ClH:13].[CH2:14]([NH:21][CH2:22][C:23]1[CH:28]=[CH:27][CH:26]=[CH:25][CH:24]=1)[C:15]1[CH:20]=[CH:19][CH:18]=[CH:17][CH:16]=1.[CH2:29]=O.Cl>C(O)C>[ClH:13].[CH2:22]([N:21]([CH2:14][C:15]1[CH:20]=[CH:19][CH:18]=[CH:17][CH:16]=1)[CH2:10][C:8]([CH3:29])([CH3:9])[C:7](=[O:11])[C:2]([CH3:1])([CH3:12])[C:3]([O:5][CH3:6])=[O:4])[C:23]1[CH:28]=[CH:27][CH:26]=[CH:25][CH:24]=1 |f:1.2,6.7|. Procedure: To a mixture of 86 g. (0.50 mole) methyl 2,2,4-trimethyl-3-ketovalerate, 117 g. (0.64 mole) dibenzylamine hydrochloride and 19.8 g. (0.22 mole) paraformaldehyde is added a solution of 1 ml. of concentrated hydrochloric acid in 150 ml. 95% ethanol and the mixture is heated at reflux for four hours. The mixture is filtered, 500 ml. of hot acetone added to the filtrate and the resulting mixture cooled then refrigerated overnight. The precipitated product is collected by filtration, washed with acet... Starting materials: C(C)(=O)OC=1C(=C2CCC(OC2=C(C1C)C)(C)COC1=CC=C(C=C1)CC(C(=O)OCC)(C)Cl)C (ethyl 3-[4-(6-acetoxy-2,5,7,8-tetramethylchroman-2-ylmethoxy)phenyl]-2-chloro -2-methylpropionate), Cl (hydrochloric acid), NC(=S)N (thiourea), S1(=O)(=O)CCCC1 (sulfolane). As a reaction SMILES: C([O:4][C:5]1[C:6]([CH3:35])=[C:7]2[C:12](=[C:13]([CH3:16])[C:14]=1[CH3:15])[O:11][C:10]([CH2:18][O:19][C:20]1[CH:25]=[CH:24][C:23]([CH2:26][C:27](Cl)([CH3:33])[C:28](OCC)=[O:29])=[CH:22][CH:21]=1)([CH3:17])[CH2:9][CH2:8]2)(=O)C.[NH2:36][C:37](N)=[S:38].S1(CCCC1)(=O)=[O:41].Cl>O.COCCO>[OH:4][C:5]1[C:6]([CH3:35])=[C:7]2[C:12](=[C:13]([CH3:16])[C:14]=1[CH3:15])[O:11][C:10]([CH2:18][O:19][C:20]1[CH:21]=[CH:22][C:23]([CH2:26][C:27]3([CH3:33])[S:38][C:37](=[O:41])[NH:36][C:28]3=[O:29])=[CH:24][CH:25]=1)([CH3:17])[CH2:9][CH2:8]2. The product is OC=1C(=C2CCC(OC2=C(C1C)C)(C)COC1=CC=C(CC2(C(NC(S2)=O)=O)C)C=C1)C (5-[4-(6-Hydroxy-2,5,7,8-tetramethylchroman-2-ylmethoxy)benzyl]-5-methylthiazolidine-2,4-dione). Run in O (water), COCCO (ethylene glycol monomethyl ether). Procedure: The procedure described in Example 3 was repeated, but using 1.17 g of ethyl 3-[4-(6-acetoxy-2,5,7,8-tetramethylchroman-2-ylmethoxy)phenyl]-2-chloro -2-methylpropionate (prepared as described in Preparation 46), 0.63 g of thiourea, 3 g of sulfolane, 10 ml of ethylene glycol monomethyl ether, 3 ml of water and 2 ml of 35% w/v aqueous hydrochloric acid, to give the title compound, softening at 69°-72° C.